Task: describe an organic reaction: reactants, conditions, products, and yield. Dataset: the Open Reaction Database (ORD), a public repository of structured organic reaction records Starting materials: NC1=CC=C(C=C1)N1CCC(CC1)=O (1-(4-aminophenyl)-4-piperidone), Cl.O(C)N (methoxylamine hydrochloride). The solvent is CO (methanol). The product is CON=C1CCN(CC1)C1=CC=C(C=C1)N (1-(4-amino-phenyl)-piperidin-4-one O-methyl-oxime). Yield: 63.5%. Reaction SMILES: [NH2:1][C:2]1[CH:7]=[CH:6][C:5]([N:8]2[CH2:13][CH2:12][C:11](=O)[CH2:10][CH2:9]2)=[CH:4][CH:3]=1.Cl.[O:16]([NH2:18])[CH3:17]>CO>[CH3:17][O:16][N:18]=[C:11]1[CH2:12][CH2:13][N:8]([C:5]2[CH:6]=[CH:7][C:2]([NH2:1])=[CH:3][CH:4]=2)[CH2:9][CH2:10]1 |f:1.2|. Procedure details: A solution of 1-(4-aminophenyl)-4-piperidone (300 mg, 1.58 mmol) and methoxylamine hydrochloride (250 mg, 3.0 mmol) in methanol (5 mL) was heated at reflux for 30 min. The solvent was evaporated, water added and extracted with ethyl acetate. The combined organic layers were washed with water and brine then dried over sodium sulfate. Concentration to dryness afforded 1-(4-amino-phenyl)-piperidin-4-one O-methyl-oxime (220 mg, 64%) as a semisolid. The reactants are O (water), C1=CC=CC2=C1C=1N(CC(N2)=O)C=2C=CC=CC2C1 (indolo[1,2-d][1,4]benzodiazepin-6(7H)-one), P12(=S)SP3(=S)SP(=S)(S1)SP(=S)(S2)S3 (phosphorus pentasulfide), C([O-])(O)=O.[Na+] (sodium bicarbonate). The solvent is COCCOCCOC (diglyme). Conditions: temperature 100 celsius. The product is C1=CC=CC2=C1C=1N(CC(N2)=S)C=2C=CC=CC2C1 (Indolo[1,2-d][1,4]benzodiazepin-6(7H)-thione). Yield: 767.4%. Reaction SMILES: [CH:1]1[C:6]2[C:7]3[N:8]([C:13]4[CH:14]=[CH:15][CH:16]=[CH:17][C:18]=4[CH:19]=3)[CH2:9][C:10](=O)[NH:11][C:5]=2[CH:4]=[CH:3][CH:2]=1.P12(SP3(SP(SP(S3)(S1)=S)(=S)S2)=S)=[S:21].C(=O)(O)[O-].[Na+].O>COCCOCCOC>[CH:1]1[C:6]2[C:7]3[N:8]([C:13]4[CH:14]=[CH:15][CH:16]=[CH:17][C:18]=4[CH:19]=3)[CH2:9][C:10](=[S:21])[NH:11][C:5]=2[CH:4]=[CH:3][CH:2]=1 |f:2.3|. Procedure details: A mixture of 15 g indolo[1,2-d][1,4]benzodiazepin-6(7H)-one, 3.09 g phosphorus pentasulfide and 11.46 g sodium bicarbonate in 300 ml diglyme was heated at 100° C. for two hours. The resulting mixture was cooled and poured into 3 L water to precipitate a solid. The solid was collected, triturated successively with cyclohexane, ether and hexane and dried (P2O5) to give 14.1 g solid. Recrystallization of 4.0 g from n-propanol gave 3.0 g solid, m.p. 259°-261° C. The reactants are CS(=O)(=O)OCC1CCN(C(=N)NC(=O)OCc2ccccc2)C1, CN(C)C=O, [N-]=[N+]=[N-], [Na+], O. Product: [N-]=[N+]=NCC1CCN(C(=N)NC(=O)OCc2ccccc2)C1. As a reaction SMILES: [CH2:1]([c:2]1[cH:3][cH:4][cH:5][cH:6][cH:7]1)[O:8][C:9](=[O:10])[NH:11][C:12](=[NH:13])[N:14]1[CH2:15][CH:16]([CH2:19][O:20][S:21]([CH3:22])(=[O:23])=[O:24])[CH2:17][CH2:18]1.[CH3:30][N:31]([CH3:32])[CH:33]=[O:34].[N-:26]=[N+:27]=[N-:28].[Na+:25].[OH2:29]>>[CH2:1]([c:2]1[cH:3][cH:4][cH:5][cH:6][cH:7]1)[O:8][C:9](=[O:10])[NH:11][C:12](=[NH:13])[N:14]1[CH2:15][CH:16]([CH2:19][N:26]=[N+:27]=[N-:28])[CH2:17][CH2:18]1. Reactants: OC1=NC2=CC(=C(C=C2C(=N1)N(C(=O)OCC)N)C)C (ethyl 2-hydoxy-6,7-dimethyl-quinazolin-4-yl-carbazate), ice water, CN(C=O)C (dimethylformamide). Product: CC=1C(=CC=2C=3N(C(NC2C1)=O)C(NN3)=O)C (8,9-Dimethyl-2,3,5,6-tetrahydro-1,2,4-triazolo[4,3-c]quinazoline-3,5-dione). RXN SMILES: [OH:1][C:2]1[N:11]=[C:10]([N:12]([NH2:18])C(OCC)=O)[C:9]2[C:4](=[CH:5][C:6]([CH3:20])=[C:7]([CH3:19])[CH:8]=2)[N:3]=1.CN(C)[CH:23]=[O:24]>>[CH3:20][C:6]1[C:7]([CH3:19])=[CH:8][C:9]2[C:10]3[N:11]([C:23](=[O:24])[NH:18][N:12]=3)[C:2](=[O:1])[NH:3][C:4]=2[CH:5]=1. Procedure: 1.0 g (0.0030 mol) of ethyl 2-hydoxy-6,7-dimethyl-quinazolin-4-yl-carbazate in 57 ml of dimethylformamide was boiled under reflux for 2 hrs. The reaction mixture was cooled to room temperature and then poured on to ice-water. The precipitate was filtered off and dried in a vacuum. There were obtained white crystals which were recrystallized from dimethylformamide/methanol. Yield: 0.43 g (52%) of 8,9-dimethyl-2,3,5,6-tetrahydro-1,2,4-triazolo[4,3-c]quinazoline-3,5-dione as yellowish crystals; m.p... Starting materials: ClC1=C(C=NC2=CC=C(N=C12)Cl)C(=O)OCC (Ethyl 4,6-dichloro-1,5-naphthyridine-3-carboxylate), NC1CCN(CC1)C(=O)OC(C)(C)C (tert-butyl 4-aminopiperidine-1-carboxylate), C([O-])([O-])=O.[K+].[K+] (Potassium carbonate). The solvent is C(Cl)Cl (DCM), C(C)(C)(C)O (tert-butyl alcohol). Conditions: time 24 hour. Product: C(C)(C)(C)OC(=O)N1CCC(CC1)NC1=C(C=NC2=CC=C(N=C12)Cl)C(=O)OCC (ethyl 4-((1-(tert-butoxy carbonyl)piperidin-4-yl)amino)-6-chloro-1,5-naphthyridine-3-carboxylate). Isolated yield 90.7%. RXN SMILES: Cl[C:2]1[C:11]2[C:6](=[CH:7][CH:8]=[C:9]([Cl:12])[N:10]=2)[N:5]=[CH:4][C:3]=1[C:13]([O:15][CH2:16][CH3:17])=[O:14].[NH2:18][CH:19]1[CH2:24][CH2:23][N:22]([C:25]([O:27][C:28]([CH3:31])([CH3:30])[CH3:29])=[O:26])[CH2:21][CH2:20]1.C(=O)([O-])[O-].[K+].[K+]>C(Cl)Cl.C(O)(C)(C)C>[C:28]([O:27][C:25]([N:22]1[CH2:23][CH2:24][CH:19]([NH:18][C:2]2[C:11]3[C:6](=[CH:7][CH:8]=[C:9]([Cl:12])[N:10]=3)[N:5]=[CH:4][C:3]=2[C:13]([O:15][CH2:16][CH3:17])=[O:14])[CH2:20][CH2:21]1)=[O:26])([CH3:31])([CH3:29])[CH3:30] |f:2.3.4|. Procedure: Ethyl 4,6-dichloro-1,5-naphthyridine-3-carboxylate (0.5 g, 1.85 mmol) and tert-butyl 4-aminopiperidine-1-carboxylate (0.45 g, 2.22 mmol) were dissolved in the mixture of DCM (5 mL) and tert-butyl alcohol (5 mL). Potassium carbonate (0.612 g, 4.43 mmol) was added to the solution. The reaction mixture was stirred at ambient temperature for 24 h and filtrated under reduced pressure. The solid was washed by DCM. The filtrate was concentrated under reduced pressure. The residue was recrystallized in ...